Dataset: the Open Reaction Database (ORD), a public repository of structured organic reaction records. Task: describe an organic reaction: reactants, conditions, products, and yield Reactants: CCOC(=O)CC(=O)OCC, O=C([O-])[O-], CS(C)=O, C=CP(=O)(C=C)c1ccc([N+](=O)[O-])c(OC)c1, Cl, [K+], [K+]. Yields the product CCOC(=O)C1(C(=O)OCC)CCP(=O)(c2ccc([N+](=O)[O-])c(OC)c2)CC1. RXN SMILES: [C:18]([CH2:19][C:20](=[O:21])[O:22][CH2:23][CH3:24])(=[O:25])[O:26][CH2:27][CH3:28].[C:29](=[O:30])([O-:31])[O-:32].[CH3:36][S:37]([CH3:38])=[O:39].[CH:1](=[CH2:2])[P:3]([c:4]1[cH:5][c:6]([O:13][CH3:14])[c:7]([N+:10](=[O:11])[O-:12])[cH:8][cH:9]1)([CH:15]=[CH2:16])=[O:17].[ClH:35].[K+:33].[K+:34]>>[CH2:1]1[CH2:2][C:19]([C:18](=[O:25])[O:26][CH2:27][CH3:28])([C:20](=[O:21])[O:22][CH2:23][CH3:24])[CH2:16][CH2:15][P:3]1([c:4]1[cH:5][c:6]([O:13][CH3:14])[c:7]([N+:10](=[O:11])[O-:12])[cH:8][cH:9]1)=[O:17]. The reactants are N(N)C1=CC(=NC2=C(C=CC=C12)O)C (4-hydrazino-2-methyl-quinolin-8-ol), C(C)OC=CC(C(F)(F)F)=O (4-ethoxy-1,1,1-trifluoro-but-3-en-2-one), C(=O)([O-])[O-].[Na+].[Na+] (Na2CO3). The solvent is C(C)O (ethanol), O (water). Reaction conditions: temperature 75 celsius, time 1 hour. The product is CC1=NC2=C(C=CC=C2C(=C1)N1N=CC=C1C(F)(F)F)O (2-Methyl-4-(5-trifluoromethyl-pyrazol-1-yl)-quinolin-8-ol). RXN SMILES: [NH:1]([C:3]1[C:12]2[C:7](=[C:8]([OH:13])[CH:9]=[CH:10][CH:11]=2)[N:6]=[C:5]([CH3:14])[CH:4]=1)[NH2:2].C(O[CH:18]=[CH:19][C:20](=O)[C:21]([F:24])([F:23])[F:22])C.C([O-])([O-])=O.[Na+].[Na+]>C(O)C.O>[CH3:14][C:5]1[CH:4]=[C:3]([N:1]2[C:20]([C:21]([F:24])([F:23])[F:22])=[CH:19][CH:18]=[N:2]2)[C:12]2[C:7](=[C:8]([OH:13])[CH:9]=[CH:10][CH:11]=2)[N:6]=1 |f:2.3.4|. Reported procedure: A mixture of 4-hydrazino-2-methyl-quinolin-8-ol (21 mg, 0.11 mmol) and 4-ethoxy-1,1,1-trifluoro-but-3-en-2-one (16 μL, 0.11 mmol) in ethanol (0.5 mL) was heated to 75° C. for 30 min. The solvent was than removed in vacuo and the residue was redissolved in acetic acid (0.5 mL). After the addition of concentrated H2SO4 (20 μL) and stirring for 1 h at 100° C., the reaction mixture was cooled to room temperature and a mixture of Na2CO3 (0.40 mg, 3.8 mmol) in water (1 mL) was added. The reaction mixt... Starting materials: CCO, COC(=O)C(NC(C(C1CCCCC1)[N+](=O)[O-])C(F)(F)F)C(C)(C)C. The product is COC(=O)C(NC(C(N)C1CCCCC1)C(F)(F)F)C(C)(C)C. Reaction SMILES: [CH3:26][CH2:27][OH:28].[CH:1]1([CH:7]([CH:8]([C:9]([F:10])([F:11])[F:12])[NH:13][CH:14]([C:15](=[O:16])[O:17][CH3:18])[C:19]([CH3:20])([CH3:21])[CH3:22])[N+:23]([O-:24])=[O:25])[CH2:2][CH2:3][CH2:4][CH2:5][CH2:6]1>>[CH:1]1([CH:7]([CH:8]([C:9]([F:10])([F:11])[F:12])[NH:13][CH:14]([C:15](=[O:16])[O:17][CH3:18])[C:19]([CH3:20])([CH3:21])[CH3:22])[NH2:23])[CH2:2][CH2:3][CH2:4][CH2:5][CH2:6]1. Reactants: Cl (hydrochloric acid), [Cl-].[Na+] (sodium chloride), C(=O)OCC (ethyl formate), C(C1=CC=CC=C1)(=O)OC(C(C)=O)C(C)=O (3-benzoyloxy-2,4-pentane-dione), C(C)(C)NC(C)C (Diisopropylamine), C(CCC)[Li] (butyl-lithium). Solvent: CCCCCC (hexane), O1CCCC1 (tetrahydrofuran), O1CCCC1 (tetrahydrofuran). Conditions: temperature -78 celsius, time 30 minute. Product: C(C1=CC=CC=C1)(=O)OC(C(C=CO)=O)C(C)=O (4-benzoyloxy-1-hydroxy-1-hexene-3,5-dione). Yield: 109.4%. RXN SMILES: C(NC(C)C)(C)C.C([Li])CCC.[C:13]([O:21][CH:22]([C:26](=[O:28])[CH3:27])[C:23](=[O:25])[CH3:24])(=[O:20])[C:14]1[CH:19]=[CH:18][CH:17]=[CH:16][CH:15]=1.[CH:29](OCC)=[O:30].Cl.[Cl-].[Na+]>O1CCCC1.CCCCCC>[C:13]([O:21][CH:22]([C:26](=[O:28])[CH3:27])[C:23](=[O:25])[CH:24]=[CH:29][OH:30])(=[O:20])[C:14]1[CH:19]=[CH:18][CH:17]=[CH:16][CH:15]=1 |f:5.6|. Reported procedure: Diisopropylamine (48.6 g, 480 mmol) is dissolved in 350 ml of tetrahydrofuran. At -40° C. there are added dropwise thereto 275 ml (440 mmol) of 1.6 molar butyl-lithium solution in hexane. The mixture is then cooled to -78° C. and 44.02 g (200 mmol) of 3-benzoyloxy-2,4-pentane-dione in 50 ml of tetrahydrofuran are added dropwise thereto within 30 minutes. Subsequently, 22.20 g (300 mmol) of ethyl formate are added dropwise thereto at -78° C. within 30 minutes and the mixture is stirred for 2 hour... Reactants: Example 3 ( 6 ), cuprous iodide, C1(=CC=CC=C1)C (toluene), FCC1(OC2=C(C(=C1)C(=O)OCC)C=C(C=C2)I)CF (ethyl 2,2-bisfluoromethyl-6-iodo-2H-1-benzopyran-4-carboxylate), FC(C(C(=O)[O-])(F)F)(F)F.[K+] (potassium pentafluoropropionate). Solvent: CN(C=O)C (N,N-dimethylformamide). The product is FC(C(F)(F)F)(C=1C=CC2=C(C(=CC(O2)(CF)CF)C(=O)OCC)C1)F (ethyl 6-pentafluoroethyl-2,2-bisfluoromethyl-2H-1-benzopyran-4-carboxylate). RXN SMILES: [F:1][CH2:2][C:3]1([CH2:19][F:20])[CH:8]=[C:7]([C:9]([O:11][CH2:12][CH3:13])=[O:10])[C:6]2[CH:14]=[C:15](I)[CH:16]=[CH:17][C:5]=2[O:4]1.[F:21][C:22]([F:30])([F:29])[C:23]([F:28])([F:27])C([O-])=O.[K+].C1(C)C=CC=CC=1>CN(C)C=O>[F:27][C:23]([F:28])([C:15]1[CH:16]=[CH:17][C:5]2[O:4][C:3]([CH2:19][F:20])([CH2:2][F:1])[CH:8]=[C:7]([C:9]([O:11][CH2:12][CH3:13])=[O:10])[C:6]=2[CH:14]=1)[C:22]([F:30])([F:29])[F:21] |f:1.2|. Reported procedure: In the same manner as described in Example 3 (6) but using ethyl 2,2-bisfluoromethyl-6-iodo-2H-1-benzopyran-4-carboxylate, potassium pentafluoropropionate, cuprous iodide, toluene and N,N-dimethylformamide, ethyl 6-pentafluoroethyl-2,2-bisfluoromethyl-2H-1-benzopyran-4-carboxylate was obtained as an oily substance. Starting materials: C[Si](C)(C)NC1[C@@H]2N(C(=C(CS2)CI)C(=O)O[Si](C)(C)C)C1=O (trimethylsilyl 7-(trimethylsilyl)amino-3-iodomethylceph-3-em-4-carboxylate), CN1CCCC1 (N-methylpyrrolidine), CO (methanol). Reaction conditions: time 15 minute. Yields the product I.N[C@H]1[C@@H]2N(C(=C(CS2)C[N+]2(CCCC2)C)C(=O)[O-])C1=O ((6R,7R)-7-amino-3-(1-methyl-1-pyrrolidinio)methylceph-3-em-4-carboxylate monohydroiodide). Isolated yield 66.0%. RXN SMILES: C[Si]([NH:5][CH:6]1[C:22](=[O:23])[N:8]2[C:9]([C:15]([O:17][Si](C)(C)C)=[O:16])=[C:10]([CH2:13][I:14])[CH2:11][S:12][C@H:7]12)(C)C.[CH3:24][N:25]1[CH2:29][CH2:28][CH2:27][CH2:26]1.CO>>[IH:14].[NH2:5][C@@H:6]1[C:22](=[O:23])[N:8]2[C:9]([C:15]([O-:17])=[O:16])=[C:10]([CH2:13][N+:25]3([CH3:24])[CH2:29][CH2:28][CH2:27][CH2:26]3)[CH2:11][S:12][C@H:7]12 |f:3.4|. Reported procedure: To the filtrate containing the trimethylsilyl 7-(trimethylsilyl)amino-3-iodomethylceph-3-em-4-carboxylate at 0°-5° C. under an inert atmosphere of dry nitrogen was added 3.82 ml (36.7 mmoles, 1.0 equivalent) of 97% N-methylpyrrolidine (dried over molecular sieves) dropwise by syringe at such a rate so as to maintain a reaction temperature of less than 10° C. The resulting slurry was stirred an additional 15 minutes at 0°-5° C. After this time. 5.0 ml (123 mmoles, 3.35 equivalent) of methanol was... Starting materials: solution, Cl (hydrogen chloride), NC1=C2C(=NC=N1)N(N=C2I)[C@@H]2CN(CCC2)C(=O)OC(C)(C)C ((S)-tert-butyl 3-(4-amino-3-iodo-1H-pyrazolo[3,4-d]pyrimidin-1-yl)-1-piperidinecarboxylate), CC(=O)C (acetone). Reaction conditions: temperature 45 celsius, time 4 hour. Product: C(C)(=O)O.IC1=NN(C2=NC=NC(=C21)N)[C@@H]2CNCCC2 ((S)-3-iodo-1-(3-piperidyl)-1H-pyrazolo[3,4-d]pyrimidin-4-amine acetate). Reaction SMILES: [NH2:1][C:2]1[N:7]=[CH:6][N:5]=[C:4]2[N:8]([C@H:12]3[CH2:17][CH2:16][CH2:15][N:14](C([O:20][C:21]([CH3:24])(C)C)=O)[CH2:13]3)[N:9]=[C:10]([I:11])[C:3]=12.Cl.CC(C)=[O:28]>>[C:21]([OH:20])(=[O:28])[CH3:24].[I:11][C:10]1[C:3]2[C:4](=[N:5][CH:6]=[N:7][C:2]=2[NH2:1])[N:8]([C@H:12]2[CH2:17][CH2:16][CH2:15][NH:14][CH2:13]2)[N:9]=1 |f:3.4|. Procedure: To a mixture of (S)-tert-butyl 3-(4-amino-3-iodo-1H-pyrazolo[3,4-d]pyrimidin-1-yl)-1-piperidinecarboxylate (3.4 g, 0.0077 mol) in acetone (80 mL) was added an aqueous 6N solution of hydrogen chloride (20 mL) at room temperature. The mixture was stirred at 45° C. for 4 hours, then at room temperature for 18 hours. Acetone was removed under reduced pressure, and the aqueous layer was washed with toluene (2×20 mL) and dichloromethane (2×20 mL). The aqueous layer was basified with an aqueous 5N solu... Reactants: C(C)(C)(C)OC(=O)NCC1=CC=C(C=C1)CC(C(=O)OCC)OC(C)C (Ethyl 3-(4-{[(t-butoxycarbonyl)amino]methyl}-phenyl)-2-isopropoxypropanoate), Cl.O1CCOCC1 (hydrogen chloride dioxane). Conditions: time 1 hour. Yields the product Cl.[NH3+]CC1=CC=C(C=C1)CC(C(=O)OCC)OC(C)C (ethyl 3-[4-(ammoniomethyl)-phenyl]-2-isopropoxypropanoate hydrochloride). Reaction SMILES: C(OC([NH:8][CH2:9][C:10]1[CH:15]=[CH:14][C:13]([CH2:16][CH:17]([O:23][CH:24]([CH3:26])[CH3:25])[C:18]([O:20][CH2:21][CH3:22])=[O:19])=[CH:12][CH:11]=1)=O)(C)(C)C.[ClH:27].O1CCOCC1>>[ClH:27].[NH3+:8][CH2:9][C:10]1[CH:11]=[CH:12][C:13]([CH2:16][CH:17]([O:23][CH:24]([CH3:25])[CH3:26])[C:18]([O:20][CH2:21][CH3:22])=[O:19])=[CH:14][CH:15]=1 |f:1.2,3.4|. Reported procedure: 1.6 g of Ethyl 3-(4-{[(t-butoxycarbonyl)amino]methyl}-phenyl)-2-isopropoxypropanoate was dissolved in 10 ml of 4N hydrogen chloride-dioxane solution. After stirring was continued at room temperature for 1 hour, the solution was concentrated, to give 1.4 g of ethyl 3-[4-(ammoniomethyl)-phenyl]-2-isopropoxypropanoate hydrochloride. Next, 25 mg of the obtained ethyl 3-[4-(ammoniomethyl)phenyl]-2-isopropoxypropanoate chloride was dissolved in 0.8 ml of N,N-dimethylformamide which was saturated with ... Reactants: CS(=O)(=O)O, CCN(C(C)C)C(C)C, FC(F)(F)c1cccc(CN(CCCOc2cccc(N3CCNCC3)c2)CC(c2ccccc2)c2ccccc2)c1Cl, ClCCl, CI, CN(C)C=O. Yields the product CS(=O)(=O)O, CN1CCN(c2cccc(OCCCN(Cc3cccc(C(F)(F)F)c3Cl)CC(c3ccccc3)c3ccccc3)c2)CC1. Reaction SMILES: [CH3:55][S:56](=[O:57])(=[O:58])[OH:59].[CH:46]([N:47]([CH:48]([CH3:49])[CH3:50])[CH2:51][CH3:52])([CH3:53])[CH3:54].[Cl:1][c:2]1[c:3]([CH2:4][N:5]([CH2:6][CH2:7][CH2:8][O:9][c:10]2[cH:11][c:12]([N:16]3[CH2:17][CH2:18][NH:19][CH2:20][CH2:21]3)[cH:13][cH:14][cH:15]2)[CH2:22][CH:23]([c:24]2[cH:25][cH:26][cH:27][cH:28][cH:29]2)[c:30]2[cH:31][cH:32][cH:33][cH:34][cH:35]2)[cH:36][cH:37][cH:38][c:39]1[C:40]([F:41])([F:42])[F:43].[Cl:65][CH2:66][Cl:67].[I:44][CH3:45].[O:60]=[CH:61][N:62]([CH3:63])[CH3:64]>>[CH3:55][S:56](=[O:57])(=[O:58])[OH:59].[Cl:1][c:2]1[c:3]([CH2:4][N:5]([CH2:6][CH2:7][CH2:8][O:9][c:10]2[cH:11][c:12]([N:16]3[CH2:17][CH2:18][N:19]([CH3:46])[CH2:20][CH2:21]3)[cH:13][cH:14][cH:15]2)[CH2:22][CH:23]([c:24]2[cH:25][cH:26][cH:27][cH:28][cH:29]2)[c:30]2[cH:31][cH:32][cH:33][cH:34][cH:35]2)[cH:36][cH:37][cH:38][c:39]1[C:40]([F:41])([F:42])[F:43]. Starting materials: C(CC(O)(C(=O)[O-])CC(=O)[O-])(=O)[O-] (citrate), NC1=NC(=C2NC=NC2=N1)N(C)C (2-amino-6-dimethylaminopurine), N(=[N+]=[N-])[C@H]1C[C@@H](O[C@@H]1CO)N1C(=O)NC(=O)C(C)=C1 (3'-azido-3'-deoxythymidine). Reaction conditions: temperature 50 celsius. Yields the product NC1=NC(=C2N=CN(C2=N1)[C@H]1C[C@@H]([C@H](O1)CO)N=[N+]=[N-])N(C)C (2-Amino-9-(3-azido-2,3-dideoxy-β-D-erythro-pentofuranosyl)-6-dimethylamino-9H-purine). The yield is 41.0%. RXN SMILES: C([O-])(=O)CC(CC([O-])=O)(C([O-])=O)O.[NH2:14][C:15]1[N:23]=[C:22]2[C:18]([NH:19][CH:20]=[N:21]2)=[C:17]([N:24]([CH3:26])[CH3:25])[N:16]=1.[N:27]([C@@H:30]1[C@@H:34]([CH2:35][OH:36])[O:33][C@@H:32](N2C=C(C)C(=O)NC2=O)[CH2:31]1)=[N+:28]=[N-:29]>>[NH2:14][C:15]1[N:23]=[C:22]2[C:18]([N:19]=[CH:20][N:21]2[C@@H:32]2[O:33][C@H:34]([CH2:35][OH:36])[C@@H:30]([N:27]=[N+:28]=[N-:29])[CH2:31]2)=[C:17]([N:24]([CH3:26])[CH3:25])[N:16]=1. Reported procedure: To 500 mL of an aqueous pH 6.0, 50 mM citrate buffer, prepared as described in Example 2c, was added 2-amino-6-dimethylaminopurine (0.0891 g, 0.5 mmol) and 3'-azido-3'-deoxythymidine (0.668 g, 2.5 mmol). Solution was achieved by heating the mixture at 50° C. with sonication. A sample was removed as a control. A 24 mL solution of trans-N-deoxyribosylase (Example 2b) at an activity of 1400 units/mL was added. The reaction was heated at 50° C. Seven days later 0.0891 g, 0.5 mmol, of 2-amino-6-dimet...